This data is from the Open Reaction Database (ORD), a public repository of structured organic reaction records. The task is: describe an organic reaction: reactants, conditions, products, and yield Reactants: CC(C)(C)[Si](C)(C)OCCCCCCN1CCNCC1, COc1cccc(Nc2c(C(N)=O)cnc3c(C)cc(S(=O)(=O)c4cccc(C(=O)NCCCCCCCCO)c4)cc23)c1. Yields the product COc1cccc(Nc2c(C(N)=O)cnc3c(C)cc(S(=O)(=O)c4cccc(C(=O)N5CCN(CCCCCCO[Si](C)(C)C(C)(C)C)CC5)c4)cc23)c1. As a reaction SMILES: [C:45]([CH3:46])([CH3:47])([CH3:48])[Si:49]([O:50][CH2:51][CH2:52][CH2:53][CH2:54][CH2:55][CH2:56][N:57]1[CH2:58][CH2:59][NH:60][CH2:61][CH2:62]1)([CH3:63])[CH3:64].[OH:1][CH2:2][CH2:3][CH2:4][CH2:5][CH2:6][CH2:7][CH2:8][CH2:9][NH:10][C:11](=[O:12])[c:13]1[cH:14][c:15]([S:19](=[O:20])(=[O:21])[c:22]2[cH:23][c:24]3[c:25]([NH:36][c:37]4[cH:38][c:39]([O:43][CH3:44])[cH:40][cH:41][cH:42]4)[c:26]([C:33](=[O:34])[NH2:35])[cH:27][n:28][c:29]3[c:30]([CH3:32])[cH:31]2)[cH:16][cH:17][cH:18]1>>[C:11](=[O:12])([c:13]1[cH:14][c:15]([S:19](=[O:20])(=[O:21])[c:22]2[cH:23][c:24]3[c:25]([NH:36][c:37]4[cH:38][c:39]([O:43][CH3:44])[cH:40][cH:41][cH:42]4)[c:26]([C:33](=[O:34])[NH2:35])[cH:27][n:28][c:29]3[c:30]([CH3:32])[cH:31]2)[cH:16][cH:17][cH:18]1)[N:60]1[CH2:59][CH2:58][N:57]([CH2:56][CH2:55][CH2:54][CH2:53][CH2:52][CH2:51][O:50][Si:49]([C:45]([CH3:46])([CH3:47])[CH3:48])([CH3:63])[CH3:64])[CH2:62][CH2:61]1. Reactants: ClC(Cl)(OC(OC(Cl)(Cl)Cl)=O)Cl (triphosgene), C(CCCCCCCCCCC)N1N=C(N=N1)NC1=CC=CC=C1 (2-dodecyl-N-phenyl-2H-tetrazol-5-amine), solution, C(CCC)[Li] (n-butyl lithium), hexanes, C(C)(C)N(CC)C(C)C (diisopropylethylamine), CC(C)C1=C(N)C(=CC=C1)C(C)C (2,6-bis(1-methylethyl)aniline). Solvent: O1CCCC1 (tetrahydrofuran). Conditions: time 25 minute. Yields the product CC(C)C1=C(C(=CC=C1)C(C)C)NC(N(C1=CC=CC=C1)C=1N=NN(N1)CCCCCCCCCCCC)=O (N'-[2.6-Bis(1-methylethyl)phenyl]-N-(2-dodecy-2H-tetrazol-5-yl)-N-phenyl-urea). Reaction SMILES: [CH2:1]([N:13]1[N:17]=[N:16][C:15]([NH:18][C:19]2[CH:24]=[CH:23][CH:22]=[CH:21][CH:20]=2)=[N:14]1)[CH2:2][CH2:3][CH2:4][CH2:5][CH2:6][CH2:7][CH2:8][CH2:9][CH2:10][CH2:11][CH3:12].C([Li])CCC.ClC(Cl)(O[C:34](=[O:40])OC(Cl)(Cl)Cl)Cl.C(N(C(C)C)CC)(C)C.[CH3:51][CH:52]([C:54]1[CH:60]=[CH:59][CH:58]=[C:57]([CH:61]([CH3:63])[CH3:62])[C:55]=1[NH2:56])[CH3:53]>O1CCCC1>[CH3:63][CH:61]([C:57]1[CH:58]=[CH:59][CH:60]=[C:54]([CH:52]([CH3:53])[CH3:51])[C:55]=1[NH:56][C:34](=[O:40])[N:18]([C:15]1[N:16]=[N:17][N:13]([CH2:1][CH2:2][CH2:3][CH2:4][CH2:5][CH2:6][CH2:7][CH2:8][CH2:9][CH2:10][CH2:11][CH3:12])[N:14]=1)[C:19]1[CH:24]=[CH:23][CH:22]=[CH:21][CH:20]=1)[CH3:62]. Reported procedure: To a stirred, cold (-78° C.) solution of 2-dodecyl-N-phenyl-2H-tetrazol-5-amine (2.2 g, 0.0067 mol) in anhydrous tetrahydrofuran (30 mL) under nitrogen atmosphere was added dropwise a 2.5 M solution of n-butyl lithium in hexanes (2.7 mL, 0.0068 mol), and the mixture was stirred for 25 minutes. To the mixture was added triphosgene (0.6385 g, 0.002152 mol) in one portion. The mixture was stirred for 1.5 hours and then allowed to warm to room temperature. The resulting orange solution was stirred f... The reactants are stannous chloride, N(=O)[O-].[Na+] (sodium nitrite), [OH-].[K+] (potassium hydroxide), NC=1C(=CC2=C(NC(S2)=O)C1)F (5-amino-6-fluoro-2(3H)-benzothiazolone), resultant mixture, stannous chloride. Run in Cl (hydrochloric acid), Cl (hydrochloric acid). Run at time 30 minute. The product is FC1=CC2=C(NCS2=O)C=C1NN (6-fluoro-(3H)-benzo-thiazolon-5-ylhydrazine). RXN SMILES: [NH2:1][C:2]1[C:3]([F:12])=[CH:4][C:5]2[S:9][C:8](=O)[NH:7][C:6]=2[CH:11]=1.[N:13]([O-])=O.[Na+].[OH-:17].[K+]>Cl>[F:12][C:3]1[C:2]([NH:1][NH2:13])=[CH:11][C:6]2[NH:7][CH2:8][S:9](=[O:17])[C:5]=2[CH:4]=1 |f:1.2,3.4|. Procedure details: A suspension of 5-amino-6-fluoro-2(3H)-benzothiazolone (12.98 g) in conc. hydrochloric acid (70 g) was cooled to 0° to 5° C., and a saturated aqueous solution of sodium nitrite (5.08 g) was dropwise added thereto at 0° to 5° C., followed by stirring at the same temperature for 30 minutes. The resultant mixture was cooled to -20° C., and a solution of stannous chloride (28.06 g) in conc. hydrochloric acid (30 g) was added thereto all at once, followed by stirring at 0° C. for 2 hours. The reactio... Starting materials: [C-]#N.[K+] (potassium cyanide), C(C)(C)(C)C1=CC=C(C=O)C=C1 (4-tert-butylbenzaldehyde), CO (methanol). The solvent is O (water), O (water). Run at temperature 90 celsius, time 40 hour. Yields the product C(C)(C)(C)C1=CC=C(C=C1)C(C(O)C1=CC=C(C=C1)C(C)(C)C)=O (1,2-bis(4-tert-butyl-phenyl)-2-hydroxy-ethanone). Reaction SMILES: [C-]#N.[K+].[C:4]([C:8]1[CH:15]=[CH:14][C:11]([CH:12]=[O:13])=[CH:10][CH:9]=1)([CH3:7])([CH3:6])[CH3:5].[CH3:16][OH:17]>O>[C:4]([C:8]1[CH:15]=[CH:14][C:11]([C:16](=[O:17])[CH:12]([C:11]2[CH:10]=[CH:9][C:8]([C:4]([CH3:7])([CH3:5])[CH3:6])=[CH:15][CH:14]=2)[OH:13])=[CH:10][CH:9]=1)([CH3:7])([CH3:6])[CH3:5] |f:0.1|. Reported procedure: A solution of potassium cyanide (4.61 g, 70.89 mmol) in water (14 ml) is slowly added to a solution of 4-tert-butylbenzaldehyde (115 g, 708.9 mmol) in a methanol (300 ml)/water (40 ml) mixture. The mixture is stirred at 90° C. for 40 hours. After cooling, the methanol is concentrated under reduced pressure and the residue is taken up in dichloromethane and water. After three extractions with dichloromethane, the recombined organic phases are dried on magnesium sulfate, filtered and concentrated ... Reactants: BrC1=C(C=CC=C1)[C@H](CC=C)N[C@H](CO)C1=CC=CC=C1 ((S)-2-((S)-1-(2-bromophenyl)but-3-enylamino)-2-phenyl-ethanol), BrC1=C(C=CC=C1)[C@H](CC=C)N[C@H](CO)C1=CC=CC=C1 ((S)-2-((S)-1-(2-bromophenyl)but-3-enylamino)-2-phenyl-ethanol), CN (methylamine), I(=O)(=O)(=O)O (periodic acid), ice water. Run in CO (methanol), CO (methanol). Conditions: time 3 hour. Yields the product C(/C1=CC=CC=C1)=N\[C@@H](CC=C)C1=C(C=CC=C1)Br ((S,E)-N-benzylidene-1-(2-bromo phenyl)but-3-en-1-amine). Yield: 81.2%. As a reaction SMILES: [Br:1][C:2]1[CH:7]=[CH:6][CH:5]=[CH:4][C:3]=1[C@@H:8]([NH:12][C@@H:13]([C:16]1[CH:21]=[CH:20][CH:19]=[CH:18][CH:17]=1)CO)[CH2:9][CH:10]=[CH2:11].CN.I(O)(=O)(=O)=O>CO>[CH:13](=[N:12]/[C@H:8]([C:3]1[CH:4]=[CH:5][CH:6]=[CH:7][C:2]=1[Br:1])[CH2:9][CH:10]=[CH2:11])\[C:16]1[CH:17]=[CH:18][CH:19]=[CH:20][CH:21]=1. Procedure: A stirred solution of (S)-2-((S)-1-(2-bromophenyl)but-3-enylamino)-2-phenyl-ethanol (compound 2; 124 mmol, 42.8 g) in methanol (500 mL) and methylamine (680 mmol, 71.1 mL, 33% solution in ethanol) was treated dropwise with a solution of periodic acid (340 mmol, 77 g) in methanol (50 mL) with ice/water cooling to maintain an internal temp less than 25° C. The mixture was stirred at room temperature for 3 hours then left to stand overnight. The mixture was quenched with 2M aqueous sodium hydroxide...